This data is from the Open Reaction Database (ORD), a public repository of structured organic reaction records. The task is: describe an organic reaction: reactants, conditions, products, and yield Reactants: O=C([O-])[O-], CCO, Cc1ccccc1, [Na+], [Na+], CC(Nc1nc(Cl)cc(-n2cnc3ccccc32)n1)c1ccccc1, c1ccc(P(c2ccccc2)(c2ccccc2)[Pd](P(c2ccccc2)(c2ccccc2)c2ccccc2)(P(c2ccccc2)(c2ccccc2)c2ccccc2)P(c2ccccc2)(c2ccccc2)c2ccccc2)cc1. Yields the product Cc1ccccc1-c1cc(-n2cnc3ccccc32)nc(NC(C)c2ccccc2)n1. RXN SMILES: [C:33](=[O:34])([O-:35])[O-:36].[CH3:116][CH2:117][OH:118].[CH3:26][c:27]1[cH:28][cH:29][cH:30][cH:31][cH:32]1.[Na+:37].[Na+:38].[c:1]1([CH:7]([CH3:8])[NH:9][c:10]2[n:11][c:12]([Cl:25])[cH:13][c:14](-[n:16]3[cH:17][n:18][c:19]4[c:20]3[cH:21][cH:22][cH:23][cH:24]4)[n:15]2)[cH:2][cH:3][cH:4][cH:5][cH:6]1.[cH:39]1[cH:40][cH:41][c:42]([P:43]([Pd:44]([P:45]([c:46]2[cH:47][cH:48][cH:49][cH:50][cH:51]2)([c:52]2[cH:53][cH:54][cH:55][cH:56][cH:57]2)[c:58]2[cH:59][cH:60][cH:61][cH:62][cH:63]2)([P:64]([c:65]2[cH:66][cH:67][cH:68][cH:69][cH:70]2)([c:71]2[cH:72][cH:73][cH:74][cH:75][cH:76]2)[c:77]2[cH:78][cH:79][cH:80][cH:81][cH:82]2)[P:83]([c:84]2[cH:85][cH:86][cH:87][cH:88][cH:89]2)([c:90]2[cH:91][cH:92][cH:93][cH:94][cH:95]2)[c:96]2[cH:97][cH:98][cH:99][cH:100][cH:101]2)([c:102]2[cH:103][cH:104][cH:105][cH:106][cH:107]2)[c:108]2[cH:109][cH:110][cH:111][cH:112][cH:113]2)[cH:114][cH:115]1>>[c:1]1([CH:7]([CH3:8])[NH:9][c:10]2[n:11][c:12](-[c:28]3[c:27]([CH3:26])[cH:32][cH:31][cH:30][cH:29]3)[cH:13][c:14](-[n:16]3[cH:17][n:18][c:19]4[c:20]3[cH:21][cH:22][cH:23][cH:24]4)[n:15]2)[cH:2][cH:3][cH:4][cH:5][cH:6]1. The reactants are NC1=C(C=C(C(=O)OC)C=C1OC(C)C)OC(C)C (Methyl 4-amino-3,5-diisopropoxybenzoate), N(=O)OC(C)(C)C (tert-butyl nitrite), Cl (HCl). The reagents and catalysts are [Cu]Cl (copper (I) chloride). Solvent: CC#N (MeCN), CC#N (MeCN). Conditions: temperature 65 celsius. Product: ClC1=C(C=C(C(=O)OC)C=C1OC(C)C)OC(C)C (methyl 4-chloro-3,5-diisopropoxybenzoate). Isolated yield 36.0%. As a reaction SMILES: N(OC(C)(C)C)=O.N[C:9]1[C:18]([O:19][CH:20]([CH3:22])[CH3:21])=[CH:17][C:12]([C:13]([O:15][CH3:16])=[O:14])=[CH:11][C:10]=1[O:23][CH:24]([CH3:26])[CH3:25].[ClH:27]>CC#N.[Cu]Cl>[Cl:27][C:9]1[C:18]([O:19][CH:20]([CH3:22])[CH3:21])=[CH:17][C:12]([C:13]([O:15][CH3:16])=[O:14])=[CH:11][C:10]=1[O:23][CH:24]([CH3:26])[CH3:25]. Procedure details: A suspension of copper (I) chloride (129 mg, 1.31 mmol) and tert-butyl nitrite (155 μL, 1.31 mmol) in anhydrous MeCN (2 mL) was stirred at 65° C. A solution of methyl 4-amino-3,5-diisopropoxybenzoate (4) (233 mg, 0.872 mmol) in anhydrous MeCN (1 mL) was added dropwise. Once the addition was complete the mixture was allowed to cool to RT and poured on to 20% HCl (5 mL). The mixture was partitioned between DCM (10 mL) and aq. ammonia (35%, 5 mL), the phases were separated and the organic solution ... Reactants: CN (methylamine), FC1=C(C=C(C=C1)C1=NC=CC(=C1)OC)[N+](=O)[O-] (1-fluoro-4-(4-methoxypyridin-2-yl)-2-nitrobenzene), O (water). The solvent is O1CCCC1 (tetrahydrofuran). Conditions: time 2 hour. Product: CNC1=C(C=C(C=C1)C1=NC=CC(=C1)OC)[N+](=O)[O-] (1-methylamino-4-(4-methoxypyridin-2-yl)-2-nitrobenzene). RXN SMILES: [CH3:1][NH2:2].F[C:4]1[CH:9]=[CH:8][C:7]([C:10]2[CH:15]=[C:14]([O:16][CH3:17])[CH:13]=[CH:12][N:11]=2)=[CH:6][C:5]=1[N+:18]([O-:20])=[O:19].O>O1CCCC1>[CH3:1][NH:2][C:4]1[CH:9]=[CH:8][C:7]([C:10]2[CH:15]=[C:14]([O:16][CH3:17])[CH:13]=[CH:12][N:11]=2)=[CH:6][C:5]=1[N+:18]([O-:20])=[O:19]. Procedure: To a solution of methylamine in tetrahydrofuran (2M, 11 ml) was added 1-fluoro-4-(4-methoxypyridin-2-yl)-2-nitrobenzene (289 mg). The mixture was stirred at ambient temperature for 2 hours and poured into water. The precipitate was collected by filtration and dried to give 1-methylamino-4-(4-methoxypyridin-2-yl)-2-nitrobenzene (280 mg). Reactants: ClC=1C=C(C(=O)O)C=C(N1)Cl (2,6-Dichloroisonicotinic acid), C(C)O (ethanol), S(O)(O)(=O)=O (sulphuric acid). Run at time 6 hour. Product: C(C)OC(C1=CC(=NC(=C1)Cl)Cl)=O (ethyl-2,6-dichloroisonicotinate). Reaction SMILES: [Cl:1][C:2]1[CH:3]=[C:4]([CH:8]=[C:9]([Cl:11])[N:10]=1)[C:5]([OH:7])=[O:6].S(=O)(=O)(O)O.[CH2:17](O)[CH3:18]>>[CH2:17]([O:6][C:5](=[O:7])[C:4]1[CH:8]=[C:9]([Cl:11])[N:10]=[C:2]([Cl:1])[CH:3]=1)[CH3:18]. Procedure: 2,6-Dichloroisonicotinic acid (4.0 g) (prepared according to M. M Robinson, J.Amer.Chem.Soc. 80,5481,1958) was dissolved in ethanol (20 ml) and concentrated sulphuric acid (1 ml). After 6 hours at 80°, the solution was cooled, concentrated in vacuo and the residue worked up in the usual manner to give ethyl-2,6-dichloroisonicotinate (3.7 g). NMR 1H: 7.84(2H,s), 4.48(2H,q), 1.48(3H,t). Starting materials: COC(=O)CN(C(=O)C1CCCCC1C(=O)O)c1ccccc1, CO, Cl, NO, [Na+], [OH-], COC(=O)CNc1ccccc1. Yields the product O=CCN(C(=O)C1CCCCC1C(=O)O)c1ccccc1. Reaction SMILES: [CH3:3][O:4][C:5]([CH2:6][N:7]([c:8]1[cH:9][cH:10][cH:11][cH:12][cH:13]1)[C:14](=[O:15])[CH:16]1[CH:17]([C:22](=[O:23])[OH:24])[CH2:18][CH2:19][CH2:20][CH2:21]1)=[O:25].[CH3:41][OH:42].[ClH:38].[NH2:39][OH:40].[Na+:2].[OH-:1].[c:26]1([NH:27][CH2:28][C:29]([O:30][CH3:31])=[O:32])[cH:33][cH:34][cH:35][cH:36][cH:37]1>>[O:4]=[CH:5][CH2:6][N:7]([c:8]1[cH:9][cH:10][cH:11][cH:12][cH:13]1)[C:14](=[O:15])[CH:16]1[CH:17]([C:22](=[O:23])[OH:24])[CH2:18][CH2:19][CH2:20][CH2:21]1. Procedure: Into an apparatus similar to that in Example 1, were charged 104.2 g (1 mole) of N-hydroxyethylethylenediamine and 130.1 g (1 mole) of ethyl acetoacetate. At 150° to 160° C., 18 g of water and 46 g of ethanol were distilled off. Then, after addition of 200.3 g (1 mole) of lauric acid, the esterification was effected at 200° to 210° C. to distil off 18 g of water and to obtain 4-lauroyloxyethyl-7-methyl-3,6-dihydro-2H-1,4-diazepin-5-one. As a reaction SMILES: [OH:1][CH2:2][CH2:3][NH:4][CH2:5][CH2:6][NH2:7].[C:8]([O:14]CC)(=O)[CH2:9][C:10]([CH3:12])=O.[C:17](O)(=[O:29])[CH2:18][CH2:19][CH2:20][CH2:21][CH2:22][CH2:23][CH2:24][CH2:25][CH2:26][CH2:27][CH3:28]>>[C:17]([O:1][CH2:2][CH2:3][N:4]1[C:8](=[O:14])[CH2:9][C:10]([CH3:12])=[N:7][CH2:6][CH2:5]1)(=[O:29])[CH2:18][CH2:19][CH2:20][CH2:21][CH2:22][CH2:23][CH2:24][CH2:25][CH2:26][CH2:27][CH3:28]. Reactants: OCCNCCN (N-hydroxyethylethylenediamine), C(CC(=O)C)(=O)OCC (ethyl acetoacetate), C(CCCCCCCCCCC)(=O)O (lauric acid). The product is C(CCCCCCCCCCC)(=O)OCCN1CCN=C(CC1=O)C (4-lauroyloxyethyl-7-methyl-3,6-dihydro-2H-1,4-diazepin-5-one). Starting materials: CCOC(=O)c1[nH]c2ccc(F)cc2c1Nc1ccncc1, CC(C)(C)[O-], CN(C)C=O, CCOC(C)=O, [Cl-], [K+], [NH4+], C1CCOC1. The product is CCOC(=O)c1c(Nc2ccncc2)c2cc(F)ccc2n1C. RXN SMILES: [CH2:1]([CH3:2])[O:3][C:4](=[O:5])[c:6]1[nH:7][c:8]2[cH:9][cH:10][c:11]([F:22])[cH:12][c:13]2[c:14]1[NH:15][c:16]1[cH:17][cH:18][n:19][cH:20][cH:21]1.[CH3:23][C:24]([CH3:25])([O-:26])[CH3:27].[CH3:36][N:37]([CH3:38])[CH:39]=[O:40].[CH3:41][CH2:42][O:43][C:44](=[O:45])[CH3:46].[Cl-:34].[K+:28].[NH4+:35].[O:29]1[CH2:30][CH2:31][CH2:32][CH2:33]1>>[CH2:1]([CH3:2])[O:3][C:4](=[O:5])[c:6]1[n:7]([CH3:23])[c:8]2[cH:9][cH:10][c:11]([F:22])[cH:12][c:13]2[c:14]1[NH:15][c:16]1[cH:17][cH:18][n:19][cH:20][cH:21]1. Starting materials: C(C)(C)(C)OC(=O)NC=1SC=CN1 (2-tert-butyloxycarbonylaminothiazole), solution, C(CCC)[Li] (n-butyllithium), CCCCCC (hexane), C1CCOC1 (THF). Procedure: To a solution of 2-tert-butyloxycarbonylaminothiazole (88.0 g, 439 mmol) in THF (1760 ml) was added dropwise a 1.59M solution of n-butyllithium in hexane (729 ml, 1159 mmol) over 20 minutes at −78° C., and the mixture was warmed to −10° C. over 1 hour. The mixture was cooled again to −78° C. and thereto was added DMF (102 ml, 0.132 mmol) in one portion. The acetonedry ice bath was removed. The mixture was stirred for 30 minutes, and then poured into cold water (1000 ml) and thereto was added eth... Reaction conditions: temperature -10 celsius, time 30 minute. Yields the product C(C)(C)(C)OC(=O)NC=1SC(=CN1)C=O (2-tert-butyloxycarbonylaminothiazole-5-carbaldehyde). The reagents and catalysts are CN(C)C=O (DMF). RXN SMILES: [C:1]([O:5][C:6]([NH:8][C:9]1[S:10][CH:11]=[CH:12][N:13]=1)=[O:7])([CH3:4])([CH3:3])[CH3:2].C([Li])CCC.CCCCCC.C1C[O:28][CH2:27]C1>CN(C=O)C>[C:1]([O:5][C:6]([NH:8][C:9]1[S:10][C:11]([CH:27]=[O:28])=[CH:12][N:13]=1)=[O:7])([CH3:4])([CH3:2])[CH3:3]. The reactants are BrC1=CN=C(S1)NC(N(C1CCC(CC1)C(F)(F)F)C1CCCCC1)=O (3-(5-Bromo-thiazol-2-yl)-1-cyclohexyl-1-(4-trifluoromethyl-cyclohexyl)-urea), C(CS)(=O)OC (methyl thioglycolate). The product is COC(CSC1=CN=C(S1)NC(=O)N(C1CCC(CC1)C(F)(F)F)C1CCCCC1)=O ({2-[3-Cyclohexyl-3-(4-trifluoromethyl-cyclohexyl)-ureido]-thiazol-5-ylsulfanyl}-acetic acid methyl ester). As a reaction SMILES: Br[C:2]1[S:6][C:5]([NH:7][C:8](=[O:26])[N:9]([CH:20]2[CH2:25][CH2:24][CH2:23][CH2:22][CH2:21]2)[CH:10]2[CH2:15][CH2:14][CH:13]([C:16]([F:19])([F:18])[F:17])[CH2:12][CH2:11]2)=[N:4][CH:3]=1.[C:27]([O:31][CH3:32])(=[O:30])[CH2:28][SH:29]>>[CH3:32][O:31][C:27](=[O:30])[CH2:28][S:29][C:2]1[S:6][C:5]([NH:7][C:8]([N:9]([CH:20]2[CH2:25][CH2:24][CH2:23][CH2:22][CH2:21]2)[CH:10]2[CH2:15][CH2:14][CH:13]([C:16]([F:19])([F:18])[F:17])[CH2:12][CH2:11]2)=[O:26])=[N:4][CH:3]=1. Procedure: Prepared as described in general procedure (D) using 3-(5-bromo-thiazol-2-yl)-1-cyclohexyl-1-(4-trifluoromethyl-cyclohexyl)-urea (Example 204) and methyl thioglycolate.